Dataset: the Open Reaction Database (ORD), a public repository of structured organic reaction records. Task: describe an organic reaction: reactants, conditions, products, and yield Reactants: FC1=CC2=C(N=C(S2)C=2C(=NC=C(C2)C=2C=NN(C2)C2CCNCC2)N)C=C1 (3-(6-fluorobenzothiazol-2-yl)-5-(1-piperidin-4-yl-1H-pyrazol-4-yl)-pyridin-2-ylamine), ClC=1SC2=C(N1)C=CC(=C2)Cl (2,6-dichloro-1,3-benzothiazole). Yields the product ClC1=CC2=C(N=C(S2)C=2C(=NC=C(C2)C=2C=NN(C2)C2CCNCC2)N)C=C1 (3-(6-Chlorobenzothiazol-2-yl)-5-(1-piperidin-4-yl-1H-pyrazol-4-yl)-pyridin-2-ylamine). As a reaction SMILES: F[C:2]1[CH:28]=[CH:27][C:5]2[N:6]=[C:7]([C:9]3[C:10]([NH2:26])=[N:11][CH:12]=[C:13]([C:15]4[CH:16]=[N:17][N:18]([CH:20]5[CH2:25][CH2:24][NH:23][CH2:22][CH2:21]5)[CH:19]=4)[CH:14]=3)[S:8][C:4]=2[CH:3]=1.[Cl:29]C1SC2C=C(Cl)C=CC=2N=1>>[Cl:29][C:2]1[CH:28]=[CH:27][C:5]2[N:6]=[C:7]([C:9]3[C:10]([NH2:26])=[N:11][CH:12]=[C:13]([C:15]4[CH:16]=[N:17][N:18]([CH:20]5[CH2:25][CH2:24][NH:23][CH2:22][CH2:21]5)[CH:19]=4)[CH:14]=3)[S:8][C:4]=2[CH:3]=1. Reported procedure: Same procedure as 3-(6-fluorobenzothiazol-2-yl)-5-(1-piperidin-4-yl-1H-pyrazol-4-yl)-pyridin-2-ylamine except using 2,6-dichloro-1,3-benzothiazole in place of 2-chloro-6-fluorobenzothiazole to afford the title compound as a yellow solid. 1H NMR (400 MHz, DMSO-d6): δ=2.10-2.30 (m, 4H), 3.06-3.18 (m, 2H), 3.41 (d, J=13.2 Hz, 2H), 4.52 (ddd, J=14.8, 10.6, 4.2 Hz, 1H), 7.62 (dd, J=8.8, 1.8 Hz, 1H), 8.05 (s, 1H), 8.12 (d, J=8.8 Hz, 1H), 8.31 (br. s., 1H), 8.37 (br. s., 2H), 8.53 (s, 1H). MS (ES+): m/... Reactants: BrC=1C=CC(=C(CN(CC)C2=NC=C(C=C2)C(=O)O)C1)OCCC (2-[N-(5-Bromo-2-propoxybenzyl)-N-ethylamino]pyridine-5-carboxylic acid), C1(=CC=CC=C1)P(C1=CC=CC=C1)C1=CC=CC=C1 (triphenylphosphine), diazoethyldicarboxylate, C1CCOC1 (THF), C(C(C)C)O (isobutyl alcohol). Reaction conditions: time 5 minute. Product: BrC=1C=CC(=C(CN(CC)C2=NC=C(C=C2)C(=O)OC)C1)OCC(C)C (Methyl 2-[N-(5-bromo-2-(2-methylpropoxy)benzyl)-N-ethylamino]pyridine-5-carboxylate). The yield is 60.0%. RXN SMILES: [Br:1][C:2]1[CH:3]=[CH:4][C:5]([O:21][CH2:22][CH2:23][CH3:24])=[C:6]([CH:20]=1)[CH2:7][N:8]([C:11]1[CH:16]=CC(C(O)=O)=C[N:12]=1)[CH2:9][CH3:10].[C:25]1(P(C2C=CC=CC=2)C2C=CC=CC=2)C=CC=CC=1.[CH2:44]([OH:48])[CH:45]([CH3:47])[CH3:46].C1C[O:52][CH2:51]C1>>[Br:1][C:2]1[CH:3]=[CH:4][C:5]([O:21][CH2:22][CH:23]([CH3:24])[CH3:25])=[C:6]([CH:20]=1)[CH2:7][N:8]([C:11]1[CH:16]=[CH:47][C:45]([C:44]([O:52][CH3:51])=[O:48])=[CH:46][N:12]=1)[CH2:9][CH3:10]. Reported procedure: A solution of the methyl-2-[N-(5-bromo-2-(hydroxybenzyl)-N-ethylamino]pyridine-5-carboxylate (reference example 1, paragraph 7) (0.5 g, 1.37 mmol) in THF (15 ml) was treated with triphenylphosphine (0.39 g, 1.49 mmol) and diazoethyldicarboxylate. The reaction was stirred at ambient temperature for five minutes and then isobutyl alcohol (0.152, 2.06 mmol) added. The reaction was then stirred at ambient temperature for 18 hours, partitioned between ethyl acetate and water and the aqueous layer was... Reactants: CCN(C(C)C)C(C)C, CC(C)O, NCCN1C(=O)NC(=O)C12CCCCC2, Clc1ncc(Br)c(-c2cc3ccccc3s2)n1. The product is O=C1NC(=O)C2(CCCCC2)N1CCNc1ncc(Br)c(-c2cc3ccccc3s2)n1. Reaction SMILES: [CH:33]([N:34]([CH:35]([CH3:36])[CH3:37])[CH2:38][CH3:39])([CH3:40])[CH3:41].[CH:42]([OH:43])([CH3:44])[CH3:45].[NH2:18][CH2:19][CH2:20][N:21]1[C:22](=[O:32])[NH:23][C:24](=[O:31])[C:25]12[CH2:26][CH2:27][CH2:28][CH2:29][CH2:30]2.[s:1]1[c:2]2[c:3]([cH:4][c:5]1-[c:6]1[n:7][c:8]([Cl:13])[n:9][cH:10][c:11]1[Br:12])[cH:14][cH:15][cH:16][cH:17]2>>[s:1]1[c:2]2[c:3]([cH:4][c:5]1-[c:6]1[n:7][c:8]([NH:18][CH2:19][CH2:20][N:21]3[C:22](=[O:32])[NH:23][C:24](=[O:31])[C:25]34[CH2:26][CH2:27][CH2:28][CH2:29][CH2:30]4)[n:9][cH:10][c:11]1[Br:12])[cH:14][cH:15][cH:16][cH:17]2. The reactants are CCCCCCC, CO, C[Si](C)(C)Cl, O=C(O)c1cc([N+](=O)[O-])ccc1F. Product: COC(=O)c1cc([N+](=O)[O-])ccc1F. As a reaction SMILES: [CH3:19][CH2:20][CH2:21][CH2:22][CH2:23][CH2:24][CH3:25].[CH3:26][OH:27].[Cl:14][Si:15]([CH3:16])([CH3:17])[CH3:18].[F:1][c:2]1[c:3]([C:4](=[O:5])[OH:6])[cH:7][c:8]([N+:11](=[O:12])[O-:13])[cH:9][cH:10]1>>[F:1][c:2]1[c:3]([C:4]([O:5][CH3:16])=[O:6])[cH:7][c:8]([N+:11](=[O:12])[O-:13])[cH:9][cH:10]1. Reactants: SC=1OC2=C(N1)C=CC=C2 (2-Mercapto benzoxazole), BrC1=C(C=CC=C1)C1=NC=CC=C1 (2-(2-bromophenyl)pyridine), [OH-].[K+] (KOH). Run in CN1CCCC1 (N-methyl pyrrolidine). Yields the product N1=C(C=CC=C1)C1=C(C=CC=C1)SC=1OC2=C(N1)C=CC=C2 (2-[2-(2-Pyridyl)-phenyl thio]-benzoxazole). The yield is 4.3%. Reaction SMILES: [SH:1][C:2]1[O:3][C:4]2[CH:10]=[CH:9][CH:8]=[CH:7][C:5]=2[N:6]=1.Br[C:12]1[CH:17]=[CH:16][CH:15]=[CH:14][C:13]=1[C:18]1[CH:23]=[CH:22][CH:21]=[CH:20][N:19]=1.[OH-].[K+]>CN1CCCC1>[N:19]1[CH:20]=[CH:21][CH:22]=[CH:23][C:18]=1[C:13]1[CH:12]=[CH:17][CH:16]=[CH:15][C:14]=1[S:1][C:2]1[O:3][C:4]2[CH:10]=[CH:9][CH:8]=[CH:7][C:5]=2[N:6]=1 |f:2.3|. Procedure details: 2-Mercapto benzoxazole (604 mg; 4 mmole) was reacted with 2-(2-bromophenyl)pyridine (936 mg; 4 mmole) in the presence of KOH (224 mg; 4 mmole) in N-methyl pyrrolidine (16 ml). The mixture was heated under reflux for 6 hours, worked up and flash chromatographed (silica), using ethyl acetate/petroleum ether (2/3) eluant to give the sub-title compound as a pale brown oil (52 mg; 4.3%).